The task is: describe an organic reaction: reactants, conditions, products, and yield. This data is from the Open Reaction Database (ORD), a public repository of structured organic reaction records. Starting materials: NC1=C(C=C(C(=C1)Cl)Cl)C(=O)C1=CC=CC=C1 ((2-amino-4,5-dichloro-phenyl)-phenyl-methanone), ClC(CC(=O)OC)=O (methyl 3-chloro-3-oxopropanoate). The product is COC(CC(=O)NC1=C(C=C(C(=C1)Cl)Cl)C(C1=CC=CC=C1)=O)=O (N-(2-Benzoyl-4,5-dichloro-phenyl)-malonamic acid methyl ester). RXN SMILES: [NH2:1][C:2]1[CH:7]=[C:6]([Cl:8])[C:5]([Cl:9])=[CH:4][C:3]=1[C:10]([C:12]1[CH:17]=[CH:16][CH:15]=[CH:14][CH:13]=1)=[O:11].Cl[C:19](=[O:25])[CH2:20][C:21]([O:23][CH3:24])=[O:22]>>[CH3:24][O:23][C:21](=[O:22])[CH2:20][C:19]([NH:1][C:2]1[CH:7]=[C:6]([Cl:8])[C:5]([Cl:9])=[CH:4][C:3]=1[C:10](=[O:11])[C:12]1[CH:13]=[CH:14][CH:15]=[CH:16][CH:17]=1)=[O:25]. Reported procedure: The title compound was prepared in analogy to example 21 step A from (2-amino-4,5-dichloro-phenyl)-phenyl-methanone and methyl 3-chloro-3-oxopropanoate. MS (ESI): 366.0 (M+H)+. The reactants are C(C1=CC=CC=C1)ON(CCCCC#N)C(CCCCN(C(CCCCN(C(CCCCCCCCC)=O)OCC1=CC=CC=C1)=O)OCC1=CC=CC=C1)=O (6,12,18-Tris(benzyloxy)-7,13,19-trioxo-6,12,18-triazaoctacosanenitrile), Cl (HCl). Reagents/catalysts: [Pd] (Pd-C). Solvent: CO (CH3OH). Yields the product Cl.ON(CCCCCN)C(CCCCN(C(CCCCN(C(CCCCCCCCC)=O)O)=O)O)=O (6,12,18-Trihydroxy-7,13,19-trioxo-6,12,18-triazaoctacosanamine hydrochloride). As a reaction SMILES: C([O:8][N:9]([C:16](=[O:56])[CH2:17][CH2:18][CH2:19][CH2:20][N:21]([O:48]CC1C=CC=CC=1)[C:22](=[O:47])[CH2:23][CH2:24][CH2:25][CH2:26][N:27]([O:39]CC1C=CC=CC=1)[C:28](=[O:38])[CH2:29][CH2:30][CH2:31][CH2:32][CH2:33][CH2:34][CH2:35][CH2:36][CH3:37])[CH2:10][CH2:11][CH2:12][CH2:13][C:14]#[N:15])C1C=CC=CC=1.[ClH:57]>CO.[Pd]>[ClH:57].[OH:8][N:9]([C:16](=[O:56])[CH2:17][CH2:18][CH2:19][CH2:20][N:21]([OH:48])[C:22](=[O:47])[CH2:23][CH2:24][CH2:25][CH2:26][N:27]([OH:39])[C:28](=[O:38])[CH2:29][CH2:30][CH2:31][CH2:32][CH2:33][CH2:34][CH2:35][CH2:36][CH3:37])[CH2:10][CH2:11][CH2:12][CH2:13][CH2:14][NH2:15] |f:4.5|. Procedure details: Compound (10) (1.13 g, 1.47 mmol) was hydrogenated in CH3OH (150 mL) and 0.1N HCl (16.2 mL, 1.62 mmol) with 10% Pd-C. (0.6 g) by the procedure used for [A]. Purification by Sephadex LH-20 column chromatography with 20% EtCH/toluene as the eluant produced 0.508 g (64%) of [A] as a colorless solid: NMR (CD3OD) δ 0.90 (t, 3 H, J=6), 1.17-1.87 (m, 28 H), 2.33-2.63 (m, 6 H), 2.92 (t, 2 H, J=6), 3.60 (t, 6 H, J=6 ). Anal. (C25H51ClN4O6) C, H, N. Starting materials: C(C)(C)(C)OC(=O)N1CSC[C@H]1C=O (N-tert-butoxycarbonyl-(R)-(−)thiazolidine-4-carboxaldehyde), COC([C@@H](NC(C1=C(C=C(C=C1)N)C1=CC=CC=C1)=O)CCSC)=O (4-amino-2-phenylbenzoyl methionine methyl ester), COC([C@@H](NC(C1=C(C=C(C=C1)N)C1=CC=CC=C1)=O)CCSC)=O (4-amino-2-phenylbenzoyl methionine methyl ester). Yields the product COC([C@@H](NC(C1=C(C=C(C=C1)NC[C@H]1N(CSC1)C(=O)OC(C)(C)C)C1=CC=CC=C1)=O)CCSC)=O ([4-(N-tert-butoxycarbonyl-(R)-thiazolidin-4-ylmethyl)amino-2-phenylbenzoyl]methionine methyl ester). As a reaction SMILES: [C:1]([O:5][C:6]([N:8]1[C@H:12]([CH:13]=O)[CH2:11][S:10][CH2:9]1)=[O:7])([CH3:4])([CH3:3])[CH3:2].[CH3:15][O:16][C:17](=[O:39])[C@H:18]([CH2:35][CH2:36][S:37][CH3:38])[NH:19][C:20](=[O:34])[C:21]1[CH:26]=[CH:25][C:24]([NH2:27])=[CH:23][C:22]=1[C:28]1[CH:33]=[CH:32][CH:31]=[CH:30][CH:29]=1>>[CH3:15][O:16][C:17](=[O:39])[C@H:18]([CH2:35][CH2:36][S:37][CH3:38])[NH:19][C:20](=[O:34])[C:21]1[CH:26]=[CH:25][C:24]([NH:27][CH2:13][C@@H:12]2[CH2:11][S:10][CH2:9][N:8]2[C:6]([O:5][C:1]([CH3:2])([CH3:3])[CH3:4])=[O:7])=[CH:23][C:22]=1[C:28]1[CH:29]=[CH:30][CH:31]=[CH:32][CH:33]=1. Procedure details: N-tert-butoxycarbonyl-(R)-(−)thiazolidine-4-carboxaldehyde was reductively aminated with 4-amino-2-phenylbenzoyl methionine methyl ester (compound 8) according to the procedure of Example 158B. Reactants: CCCCc1nnc(C(=O)O)cc1-c1ccc(OC2CCCCC2)cc1, ClCCl, Cl, O=C(Oc1c(F)c(F)c(F)c(F)c1F)C(F)(F)F, c1ccncc1. Yields the product CCCCc1nnc(C(=O)Oc2c(F)c(F)c(F)c(F)c2F)cc1-c1ccc(OC2CCCCC2)cc1. RXN SMILES: [CH2:1]([CH2:2][CH2:3][CH3:4])[c:5]1[c:6](-[c:14]2[cH:15][cH:16][c:17]([O:20][CH:21]3[CH2:22][CH2:23][CH2:24][CH2:25][CH2:26]3)[cH:18][cH:19]2)[cH:7][c:8]([C:11](=[O:12])[OH:13])[n:9][n:10]1.[Cl:52][CH2:53][Cl:54].[ClH:51].[F:33][C:34]([F:35])([F:36])[C:37]([O:49][c:38]1[c:39]([F:48])[c:40]([F:47])[c:41]([F:46])[c:42]([F:45])[c:43]1[F:44])=[O:50].[cH:27]1[cH:28][cH:29][n:30][cH:31][cH:32]1>>[CH2:1]([CH2:2][CH2:3][CH3:4])[c:5]1[c:6](-[c:14]2[cH:15][cH:16][c:17]([O:20][CH:21]3[CH2:22][CH2:23][CH2:24][CH2:25][CH2:26]3)[cH:18][cH:19]2)[cH:7][c:8]([C:11]([O:12][c:38]2[c:39]([F:48])[c:40]([F:47])[c:41]([F:46])[c:42]([F:45])[c:43]2[F:44])=[O:13])[n:9][n:10]1. Reactants: NN (Hydrazine), O=C1N(C(C2=CC=CC=C12)=O)CC(C(=O)OC)(C)C (methyl 3-(1,3-dioxo-1,3-dihydro-2H-isoindol-2-yl)-2,2-dimethylpropanoate). Run in CO (methanol), C(C)OCC (diethyl ether). Conditions: temperature 65 celsius, time 5 hour. Yields the product NCC(C(=O)OC)(C)C (methyl 3-amino-2,2-dimethylpropanoate). The yield is 75.0%. RXN SMILES: NN.O=C1C2C(=CC=CC=2)C(=O)[N:5]1[CH2:14][C:15]([CH3:21])([CH3:20])[C:16]([O:18][CH3:19])=[O:17]>CO.C(OCC)C>[NH2:5][CH2:14][C:15]([CH3:21])([CH3:20])[C:16]([O:18][CH3:19])=[O:17]. Procedure: Hydrazine (1.1 eq., 0.27 mL, 8.42 mmol) was added to the solution of methyl 3-(1,3-dioxo-1,3-dihydro-2H-isoindol-2-yl)-2,2-dimethylpropanoate (0.2 g, 7.66 mmol) in methanol (60 mL) maintained under magnetic stirring at 65° C. After 5 hours the reaction mixture was allowed to cool to room temperature, diluted with diethyl ether and filtered. The filtrate was washed thoroughly with diethyl ether. The title compound was obtained after evaporation of the solvents and it was used in the next step wit... The reactants are C(C)(C)(C)C1=CC=C(CNCCC2=CC(=CC=C2)C(F)(F)F)C=C1 ((4-tert-butyl-benzyl)-[2-(3-trifluoromethyl-phenyl)-ethyl]-amine), N1C=CC2=CC=CC(=C12)C(=O)O (1H-indole-7-carboxylic acid), CN(C)C(=[N+](C)C)ON1C2=C(C=CC=C2)N=N1.[B-](F)(F)(F)F (TBTU), C(C)(C)N(C(C)C)CC (N,N-diisopropylethyl amine). Solvent: CN(C)C=O (DMF), O (water), CN(C)C=O (DMF). Reaction conditions: time 5 minute. The product is C(C)(C)(C)C1=CC=C(CN(C(=O)C=2C=CC=C3C=CNC23)CCC2=CC(=CC=C2)C(F)(F)F)C=C1 (1H-Indole-7-carboxylic acid (4-tert-butyl-benzyl)-[2-(3-trifluoromethyl-phenyl)-ethyl]-amide). Yield: 86.4%. RXN SMILES: [NH:1]1[C:9]2[C:4](=[CH:5][CH:6]=[CH:7][C:8]=2[C:10]([OH:12])=O)[CH:3]=[CH:2]1.CN(C(ON1N=NC2C=CC=CC1=2)=[N+](C)C)C.[B-](F)(F)(F)F.C(N(CC)C(C)C)(C)C.[C:44]([C:48]1[CH:67]=[CH:66][C:51]([CH2:52][NH:53][CH2:54][CH2:55][C:56]2[CH:61]=[CH:60][CH:59]=[C:58]([C:62]([F:65])([F:64])[F:63])[CH:57]=2)=[CH:50][CH:49]=1)([CH3:47])([CH3:46])[CH3:45]>CN(C=O)C.O>[C:44]([C:48]1[CH:67]=[CH:66][C:51]([CH2:52][N:53]([CH2:54][CH2:55][C:56]2[CH:61]=[CH:60][CH:59]=[C:58]([C:62]([F:65])([F:63])[F:64])[CH:57]=2)[C:10]([C:8]2[CH:7]=[CH:6][CH:5]=[C:4]3[C:9]=2[NH:1][CH:2]=[CH:3]3)=[O:12])=[CH:50][CH:49]=1)([CH3:47])([CH3:45])[CH3:46] |f:1.2|. Procedure details: To a solution of 48 mg (0.3 mmol) of 1H-indole-7-carboxylic acid and 96 mg of TBTU (0.3 mmol) in 4 ml DMF, were added 0.26 ml (1.5 mmol) of N,N-diisopropylethyl amine. After stirring for 5 min at rt, 101 mg (0.3 mmol) of (4-tert-butyl-benzyl)-[2-(3-trifluoromethyl-phenyl)-ethyl]-amine in 1 ml DMF were added. After 2.5 h stirring at rt, the reaction mixture was diluted with 50 ml water and extracted with 2×50 ml EtOAc. The combined organic phases were washed with water and brine, dried with magne... The reactants are CC(C)CCON=O, CC#N, Cl[Cu], Cl[Cu]Cl, Cl, CCOC(=O)COc1ncccc1Oc1cc(-n2c(=O)cc(C(F)(F)F)n(C)c2=O)c(F)cc1N. Yields the product CCOC(=O)COc1ncccc1Oc1cc(-n2c(=O)cc(C(F)(F)F)n(C)c2=O)c(F)cc1Cl. Reaction SMILES: [CH3:1][CH:2]([CH2:3][CH2:4][O:5][N:6]=[O:7])[CH3:8].[CH3:45][C:46]#[N:47].[Cl:48][Cu:49].[Cl:50][Cu:51][Cl:52].[ClH:44].[NH2:9][c:10]1[c:11]([O:12][c:13]2[c:14]([O:19][CH2:20][C:21](=[O:22])[O:23][CH2:24][CH3:25])[n:15][cH:16][cH:17][cH:18]2)[cH:26][c:27](-[n:31]2[c:32](=[O:43])[n:33]([CH3:42])[c:34]([C:38]([F:39])([F:40])[F:41])[cH:35][c:36]2=[O:37])[c:28]([F:30])[cH:29]1>>[c:10]1([Cl:44])[c:11]([O:12][c:13]2[c:14]([O:19][CH2:20][C:21](=[O:22])[O:23][CH2:24][CH3:25])[n:15][cH:16][cH:17][cH:18]2)[cH:26][c:27](-[n:31]2[c:32](=[O:43])[n:33]([CH3:42])[c:34]([C:38]([F:39])([F:40])[F:41])[cH:35][c:36]2=[O:37])[c:28]([F:30])[cH:29]1.